describe an organic reaction: reactants, conditions, products, and yield From a dataset of the Open Reaction Database (ORD), a public repository of structured organic reaction records. Reactants: FC=1C=C(C=C(C1F)F)C=1C=C(C(=O)OC)C=CN1 (Methyl 2-(3,4,5-trifluorophenyl)isonicotinate), Cl (HCl). The solvent is CC(C)(C)OC (MTBE). Yields the product Cl.FC=1C=C(C=C(C1F)F)C=1C=C(C(=O)OC)C=CN1 (methyl 2-(3,4,5-trifluorophenyl)isonicotinate hydrochloride). RXN SMILES: [F:1][C:2]1[CH:3]=[C:4]([C:10]2[CH:11]=[C:12]([CH:17]=[CH:18][N:19]=2)[C:13]([O:15][CH3:16])=[O:14])[CH:5]=[C:6]([F:9])[C:7]=1[F:8].[ClH:20]>CC(OC)(C)C>[ClH:20].[F:9][C:6]1[CH:5]=[C:4]([C:10]2[CH:11]=[C:12]([CH:17]=[CH:18][N:19]=2)[C:13]([O:15][CH3:16])=[O:14])[CH:3]=[C:2]([F:1])[C:7]=1[F:8] |f:3.4|. Reported procedure: Methyl 2-(3,4,5-trifluorophenyl)isonicotinate (2.62 g) was dissolved in MTBE, then HCl (4 M in dioxane, 15 mL) was added. The solvents were evaporated to give methyl 2-(3,4,5-trifluorophenyl)isonicotinate hydrochloride (2.94 g, 9.68 mmol), which was dissolved in MeOH (40 mL) and platinum(IV) oxide (0.220 g, 0.97 mmol) added. The resulting mixture was hydrogenated in a Büchi hydrogenator at room temperature and 5 bar for 1 h. The catalyst was filtered off, washed with MeOH and the eluate evaporat...